Dataset: the Open Reaction Database (ORD), a public repository of structured organic reaction records. Task: describe an organic reaction: reactants, conditions, products, and yield Procedure: The title compound was prepared in 78% yield according to Method B for the preparation of amides starting from 3-{2-[4-(6-fluoro-2-methyl-5-quinolinyl)-1-piperazinyl]ethyl}aniline and acetyl chloride. Reaction SMILES: [F:1][C:2]1[C:3]([N:13]2[CH2:18][CH2:17][N:16]([CH2:19][CH2:20][C:21]3[CH:22]=[C:23]([CH:25]=[CH:26][CH:27]=3)[NH2:24])[CH2:15][CH2:14]2)=[C:4]2[C:9](=[CH:10][CH:11]=1)[N:8]=[C:7]([CH3:12])[CH:6]=[CH:5]2.[C:28](Cl)(=[O:30])[CH3:29]>>[F:1][C:2]1[C:3]([N:13]2[CH2:14][CH2:15][N:16]([CH2:19][CH2:20][C:21]3[CH:22]=[C:23]([NH:24][C:28](=[O:30])[CH3:29])[CH:25]=[CH:26][CH:27]=3)[CH2:17][CH2:18]2)=[C:4]2[C:9](=[CH:10][CH:11]=1)[N:8]=[C:7]([CH3:12])[CH:6]=[CH:5]2. The product is FC=1C(=C2C=CC(=NC2=CC1)C)N1CCN(CC1)CCC=1C=C(C=CC1)NC(C)=O (N-(3-{2-[4-(6-Fluoro-2-methyl-5-quinolinyl)-1 piperazinyl]ethyl}phenyl)acetamide). The yield is 78.0%. The reactants are amides, FC=1C(=C2C=CC(=NC2=CC1)C)N1CCN(CC1)CCC=1C=C(N)C=CC1 (3-{2-[4-(6-fluoro-2-methyl-5-quinolinyl)-1-piperazinyl]ethyl}aniline), C(C)(=O)Cl (acetyl chloride). Procedure: 6-Chloro-7-cyclobutyl-3-phenyl-1,2,4-triazolo[4,3-b]pyridazine (2.0 g, 7.0 mmol), 2 N NaOH (50 ml) and 1,4-dioxane (10 ml) were heated at reflux for 16 hours. Cooled and water (150 ml) added. Precipitate filtered, suspended in H2O, acidified (2 N HCl), filtered and dried to give a white solid. 1H NMR (250 MHz, CDCl3) δ1.89-2.02 (1 H, m), 2.08-2.25 (3 H, m), 2.36-2.48 (1 H, m), 3.56-3.70 (1 H, m), 7.48-7.60 (3 H, m), 7.88 (1 H, s), 8.38 (1 H, m). Mass spec ES+ (M+1)=267. Reactants: ClC=1C(=CC=2N(N1)C(=NN2)C2=CC=CC=C2)C2CCC2 (6-Chloro-7-cyclobutyl-3-phenyl-1,2,4-triazolo[4,3-b]pyridazine), [OH-].[Na+] (NaOH), O1CCOCC1 (1,4-dioxane). Product: C1(CCC1)C1=CC=2N(NC1=O)C(=NN2)C2=CC=CC=C2 (7-Cyclobutyl-3-phenyl-1,2,4-triazolo[4,3-b]pyridazin-6-one). Reaction SMILES: Cl[C:2]1[C:3]([CH:17]2[CH2:20][CH2:19][CH2:18]2)=[CH:4][C:5]2[N:6]([C:8]([C:11]3[CH:16]=[CH:15][CH:14]=[CH:13][CH:12]=3)=[N:9][N:10]=2)[N:7]=1.[OH-].[Na+].[O:23]1CCOCC1>O>[CH:17]1([C:3]2[C:2](=[O:23])[NH:7][N:6]3[C:8]([C:11]4[CH:16]=[CH:15][CH:14]=[CH:13][CH:12]=4)=[N:9][N:10]=[C:5]3[CH:4]=2)[CH2:20][CH2:19][CH2:18]1 |f:1.2|. The solvent is O (water). Reactants: ClC=1N=C(C2=C(N1)C(=NC=N2)NC2CCCCC2)N2CCS(CC2)=O (2-chloro-8-cyclohexylamino-4-(1-oxido-thiomorpholino)-pyrimido-[5,4-d]-pyrimidine), N1CCNCC1 (piperazine). Product: C1(CCCCC1)NC1=NC=NC2=C1N=C(N=C2N2CCS(CC2)=O)N2CCNCC2 (8-Cyclohexylamino-4-(1-oxido-thiomorpholino)-2-piperazino-pyrimido-[5,4-d]-pyrimidine). Reaction SMILES: Cl[C:2]1[N:3]=[C:4]([N:19]2[CH2:24][CH2:23][S:22](=[O:25])[CH2:21][CH2:20]2)[C:5]2[N:11]=[CH:10][N:9]=[C:8]([NH:12][CH:13]3[CH2:18][CH2:17][CH2:16][CH2:15][CH2:14]3)[C:6]=2[N:7]=1.[NH:26]1[CH2:31][CH2:30][NH:29][CH2:28][CH2:27]1>>[CH:13]1([NH:12][C:8]2[C:6]3[N:7]=[C:2]([N:26]4[CH2:31][CH2:30][NH:29][CH2:28][CH2:27]4)[N:3]=[C:4]([N:19]4[CH2:24][CH2:23][S:22](=[O:25])[CH2:21][CH2:20]4)[C:5]=3[N:11]=[CH:10][N:9]=2)[CH2:18][CH2:17][CH2:16][CH2:15][CH2:14]1. Procedure: This compound was prepared analogous to Example 123 from 2-chloro-8-cyclohexylamino-4-(1-oxido-thiomorpholino)-pyrimido-[5,4-d]-pyrimidine (m.p.: 207°-209° C.) and piperazine. Reactants: C(C#C)O (propargyl alcohol), C(CCC)[SnH](CCCC)CCCC (tributyltin hydride), CC(C)(C#N)N=NC(C)(C)C#N (AIBN). Reaction conditions: temperature 80 celsius. Product: C(CCC)[Sn](/C=C/CO)(CCCC)CCCC ((E)-3-tributylstannanyl-prop-2-en-1-ol). As a reaction SMILES: [CH2:1]([OH:4])[C:2]#[CH:3].[CH2:5]([SnH:9]([CH2:14][CH2:15][CH2:16][CH3:17])[CH2:10][CH2:11][CH2:12][CH3:13])[CH2:6][CH2:7][CH3:8].CC(N=NC(C#N)(C)C)(C#N)C>>[CH2:14]([Sn:9]([CH2:5][CH2:6][CH2:7][CH3:8])([CH2:10][CH2:11][CH2:12][CH3:13])/[CH:3]=[CH:2]/[CH2:1][OH:4])[CH2:15][CH2:16][CH3:17]. Procedure: To neat propargyl alcohol (5 ml) were added tributyltin hydride (29.2 ml) followed by AIBN (716 mg). The mixture was heated for 2.75 h at 80° C., cooled to RT and directly purified by CC (EA/Hept 5/95) to afford the desired compound (12.9 g). Reactants: ClC=1C=CC2=C(C(=NCC(=N2)NN)C2=CC=CC=C2)C1 (7-chloro-2-hydrazino-5-phenyl-3H-1,4-benzodiazepine), C(C(=O)C)(=O)O (pyruvic acid). The solvent is O1CCCC1 (tetrahydrofuran). Reaction conditions: time 2.5 hour. The product is ClC=1C=CC2=C(C(=NCC(=N2)NN=C(C)C(=O)O)C2=CC=CC=C2)C1 (7-chloro-2-[(1-carboxyethylidene)hydrazino]-5-phenyl-3H-1,4-benzodiazepine). RXN SMILES: [Cl:1][C:2]1[CH:3]=[CH:4][C:5]2[N:11]=[C:10]([NH:12][NH2:13])[CH2:9][N:8]=[C:7]([C:14]3[CH:19]=[CH:18][CH:17]=[CH:16][CH:15]=3)[C:6]=2[CH:20]=1.[C:21]([OH:26])(=[O:25])[C:22]([CH3:24])=O>O1CCCC1>[Cl:1][C:2]1[CH:3]=[CH:4][C:5]2[N:11]=[C:10]([NH:12][N:13]=[C:22]([C:21]([OH:26])=[O:25])[CH3:24])[CH2:9][N:8]=[C:7]([C:14]3[CH:19]=[CH:18][CH:17]=[CH:16][CH:15]=3)[C:6]=2[CH:20]=1. Reported procedure: To a solution of 2.85 g. (0.01 mole) of 7-chloro-2-hydrazino-5-phenyl-3H-1,4-benzodiazepine in 100 ml. of tetrahydrofuran under nitrogen is added with stirring, 0.847 ml. (0.012 mole) of pyruvic acid. After 2.5 hours at room temperature and overnight at 0° C. 7-chloro-2-[(1-carboxyethylidene)hydrazino]-5-phenyl-3H-1,4-benzodiazepine is obtained. The reactants are COC(CC(=O)OC)OC (methyl 3,3-dimethoxypropanoate), crude material, C(C)[Mg]Br (ethylmagnesium bromide), C1CCOC1 (THF). The reagents and catalysts are C(C)(C)O[Ti](OC(C)C)(OC(C)C)OC(C)C (tetra-isopropoxy titanium). Solvent: C(C)OCC (Diethyl ether), O (water), C(C)OCC (diethyl ether). Run at temperature 0 celsius, time 15 minute. Product: COC(CC1(CC1)O)OC (1-(2,2-dimethoxyethyl)cyclopropanol). Reaction SMILES: [CH3:1][O:2][CH:3]([O:9][CH3:10])[CH2:4][C:5](OC)=[O:6].[CH2:11]1COC[CH2:12]1.C([Mg]Br)C>C(O[Ti](OC(C)C)(OC(C)C)OC(C)C)(C)C.C(OCC)C.O>[CH3:1][O:2][CH:3]([O:9][CH3:10])[CH2:4][C:5]1([OH:6])[CH2:12][CH2:11]1. Procedure details: To a 1.0 L RBF containing methyl 3,3-dimethoxypropanoate (17.6500 g, 119 mmol) was added THF (150 ml) and diethyl ether (150 ml), and the mixture was allowed to stir at 0° C. for 15 min. At this time, tetra-isopropoxy titanium (6.98 ml, 23.8 mmol) was added in one portion before the dropwise addition of ethylmagnesium bromide (99.3 ml, 298 mmol) via syringe. The reaction was allowed to warm to 23° C. and stir for 14 hours before being re-chilled to 0° C. After 5 min at this temp, water (15 ml) w... Starting materials: C(C)(C)(C)OC(=O)[C@H]1N(C[C@@H](C1)O)S(=O)(=O)C1=CC2=CC=CC=C2C=C1 ((2S,4R)-4-Hydroxy-1-(naphthalene-2-sulfonyl)-pyrrolidine-2-carboxylic acid tert-butyl ester), C(C)(C)(C)OC(=O)[C@H]1N(C[C@H](C1)OS(=O)(=O)C)S(=O)(=O)C1=CC2=CC=CC=C2C=C1 ((2S,4S)-4-Methanesulfonyloxy-1-(naphthalene-2-sulfonyl)-pyrrolidine-2-carboxylic acid tert-butyl ester), C(C)(=S)[O-].[K+] (potassium thioacetate). The product is C(C)(C)(C)OC(=O)[C@H]1N(C[C@@H](C1)SC(C)=O)S(=O)(=O)C1=CC2=CC=CC=C2C=C1 ((2S,4R)-4-Acetylsulfanyl- 1-(naphthalene-2-sulfonyl)-pyrrolidine-2-carboxylic acid tert-butyl ester). As a reaction SMILES: [C:1]([O:5][C:6]([C@@H:8]1[CH2:12][C@@H:11](O)[CH2:10][N:9]1[S:14]([C:17]1[CH:26]=[CH:25][C:24]2[C:19](=[CH:20][CH:21]=[CH:22][CH:23]=2)[CH:18]=1)(=[O:16])=[O:15])=[O:7])([CH3:4])([CH3:3])[CH3:2].C(OC([C@@H]1C[C@H](OS(C)(=O)=O)CN1S(C1C=CC2C(=CC=CC=2)C=1)(=O)=O)=O)(C)(C)C.[C:57]([O-:60])(=[S:59])[CH3:58].[K+]>>[C:1]([O:5][C:6]([C@@H:8]1[CH2:12][C@@H:11]([S:59][C:57](=[O:60])[CH3:58])[CH2:10][N:9]1[S:14]([C:17]1[CH:26]=[CH:25][C:24]2[C:19](=[CH:20][CH:21]=[CH:22][CH:23]=2)[CH:18]=1)(=[O:15])=[O:16])=[O:7])([CH3:4])([CH3:2])[CH3:3] |f:2.3|. Reported procedure: (2S,4R)-4-Hydroxy-1-(naphthalene-2-sulfonyl)-pyrrolidine-2-carboxylic acid tert-butyl ester via (2S,4S)-4-Methanesulfonyloxy-1-(naphthalene-2-sulfonyl)-pyrrolidine-2-carboxylic acid tert-butyl ester which was treated with potassium thioacetate at 100° C. to give (2S,4R)-4-Acetylsulfanyl- 1-(naphthalene-2-sulfonyl)-pyrrolidine-2-carboxylic acid tert-butyl ester as light yellow solid, MS: 359 (M-HSCOCH3). Starting materials: ClC1=NNC2=CC=CC=C12 (3-Chloro-1H-indazole), CN(C)C=O (DMF), C(=O)([O-])[O-].[K+].[K+] (K2CO3), ClCC(=O)N1CCN(CC1)C1=CC=C(C=C1)F (2-Chloro-1-[4-(4-fluoro-phenyl)-piperazin-1-yl]-ethanone). The solvent is CCCCCC.C(C)(=O)OCC (hexane ethyl acetate). Yields the product ClC1=NN(C2=CC=CC=C12)CC(=O)N1CCN(CC1)C1=CC=C(C=C1)F (2-(3-Chloro-indazol-1-yl)-1-[4-(4-fluoro-phenyl)-piperazin-1-yl]-ethanone). Reaction SMILES: [Cl:1][C:2]1[C:10]2[C:5](=[CH:6][CH:7]=[CH:8][CH:9]=2)[NH:4][N:3]=1.C([O-])([O-])=O.[K+].[K+].Cl[CH2:18][C:19]([N:21]1[CH2:26][CH2:25][N:24]([C:27]2[CH:32]=[CH:31][C:30]([F:33])=[CH:29][CH:28]=2)[CH2:23][CH2:22]1)=[O:20].CN(C=O)C>CCCCCC.C(OCC)(=O)C>[Cl:1][C:2]1[C:10]2[C:5](=[CH:6][CH:7]=[CH:8][CH:9]=2)[N:4]([CH2:18][C:19]([N:21]2[CH2:22][CH2:23][N:24]([C:27]3[CH:32]=[CH:31][C:30]([F:33])=[CH:29][CH:28]=3)[CH2:25][CH2:26]2)=[O:20])[N:3]=1 |f:1.2.3,6.7|. Procedure details: Protocol T was followed using 3-Chloro-1H-indazole, K2CO3, 2-Chloro-1-[4-(4-fluoro-phenyl)-piperazin-1-yl]-ethanone and DMF. Column chromatography using a solvent mixture (hexane/ethyl acetate=1/4) afforded the title compound as a white solid. 1H NMR (400 MHz, CDCl3); 7.64-7.70 (m, 1H), 7.38-7.48 (m, 2H), 7.18-7.26 (m, 2H), 6.94-7.0 (m, 2H), 6.82-6.88 (dd, 2H), 5.2 (s, 2H), 3.72-3.82 (m, 4H), 3.02-3.08 (m, 4H). 13C NMR (400 MHz, CDCl3): 165, 158.2, 142.8, 134.8, 128.8, 128.4, 122, 121.6, 118.8, ...